From a dataset of the Open Reaction Database (ORD), a public repository of structured organic reaction records. describe an organic reaction: reactants, conditions, products, and yield The reactants are C(C)(=O)O (Acetic acid), O1C=NC=C1C1=CC=C(C=C1)NC=1N=C(C2=C(N1)CCNC2)NCC2CCOCC2 (N2-(4-(Oxazol-5-yl)phenyl)-N4-((tetrahydro-2H-pyran-4-yl)methyl)-5,6,7,8-tetrahydropyrido[4,3-d]pyrimidine-2,4-diamine), C(C=O)O (glycoaldehyde). The solvent is CO (methanol). Conditions: time 15 minute. The product is O1C=NC=C1C1=CC=C(C=C1)NC=1N=C(C2=C(N1)CCN(C2)CCO)NCC2CCOCC2 (2-(2-(4-(oxazol-5-yl)phenylamino)-4-((tetrahydro-2H-pyran-4-yl)methylamino)-7,8-dihydropyrido[4,3-d]pyrimidin-6(5H)-yl)ethanol). The yield is 25.6%. RXN SMILES: [O:1]1[C:5]([C:6]2[CH:11]=[CH:10][C:9]([NH:12][C:13]3[N:14]=[C:15]([NH:23][CH2:24][CH:25]4[CH2:30][CH2:29][O:28][CH2:27][CH2:26]4)[C:16]4[CH2:22][NH:21][CH2:20][CH2:19][C:17]=4[N:18]=3)=[CH:8][CH:7]=2)=[CH:4][N:3]=[CH:2]1.[C:31](O)(=[O:33])[CH3:32].C(O)C=O>CO>[O:1]1[C:5]([C:6]2[CH:7]=[CH:8][C:9]([NH:12][C:13]3[N:14]=[C:15]([NH:23][CH2:24][CH:25]4[CH2:26][CH2:27][O:28][CH2:29][CH2:30]4)[C:16]4[CH2:22][N:21]([CH2:32][CH2:31][OH:33])[CH2:20][CH2:19][C:17]=4[N:18]=3)=[CH:10][CH:11]=2)=[CH:4][N:3]=[CH:2]1. Procedure: N2-(4-(Oxazol-5-yl)phenyl)-N4-((tetrahydro-2H-pyran-4-yl)methyl)-5,6,7,8-tetrahydropyrido[4,3-d]pyrimidine-2,4-diamine (134 mg, 0.33 mmol, example 85a) was dissolved in methanol (3 mL). Acetic acid (0.019 mL, 0.33 mmol) was added followed by glycoaldehyde (19.80 mg, 0.33 mmol). The reaction mixture was stirred at room temperature for 15 minutes and MP—CNBH3 was added. The reaction mixture was stirred overnight, the MP—CNBH3 was filtered off, the solvent was evaporated under reduced pressure, the... The reactants are S1C(=NC2=C1C=CC=C2)SCC2CC(=O)OC2=O (3-(benzothiazol-2-ylthio)-propane-1,2-dicarboxylic anhydride), C(CCCCCCCCCCC)N (dodecylamine), mono-dodecylamides. Product: C(CCCCCCCCCCC)NC(=O)C(CSC=1SC2=C(N1)C=CC=C2)CC(=O)O (1-(Benzothiazol-2-ylthio)-propane-2,3-dicarboxylic acid mono(dodecylamide)). Reaction SMILES: [S:1]1[C:5]2[CH:6]=[CH:7][CH:8]=[CH:9][C:4]=2[N:3]=[C:2]1[S:10][CH2:11][CH:12]1[C:17](=[O:18])[O:16][C:14](=[O:15])[CH2:13]1.[CH2:19]([NH2:31])[CH2:20][CH2:21][CH2:22][CH2:23][CH2:24][CH2:25][CH2:26][CH2:27][CH2:28][CH2:29][CH3:30]>>[CH2:19]([NH:31][C:17]([CH:12]([CH2:13][C:14]([OH:16])=[O:15])[CH2:11][S:10][C:2]1[S:1][C:5]2[CH:6]=[CH:7][CH:8]=[CH:9][C:4]=2[N:3]=1)=[O:18])[CH2:20][CH2:21][CH2:22][CH2:23][CH2:24][CH2:25][CH2:26][CH2:27][CH2:28][CH2:29][CH3:30]. Reported procedure: A mixture of 6.5 parts of 3-(benzothiazol-2-ylthio)-propane-1,2-dicarboxylic anhydride and 4.3 parts of dodecylamine is heated at 55° during 3 hours to give a mixture of the two isomeric mono-dodecylamides as a yellow oil. The reactants are OCCCCCCC=1C=C(C=NC1)OC[C@H]1N(CCC1)C (5-(6-hydroxy-1-hexanyl)-3-(1-methyl-2(S)-pyrrolidinylmethoxy)pyridine), C1=CC=C(C=C1)P(C2=CC=CC=C2)C3=CC=CC=C3 (PPh3), II (I2), N1C=NC=C1 (imidazole). The solvent is C(Cl)Cl (CH2Cl2), C(Cl)Cl (CH2Cl2). Reaction conditions: time 15 minute. Product: ICCCCCCC=1C=C(C=NC1)OC[C@H]1N(CCC1)C (5-(6-Iodo-1-hexanyl)-3-(1-methyl-2(S) -pyrrolidinylmethoxy)pyridine). Isolated yield 90.8%. As a reaction SMILES: C1C=CC(P(C2C=CC=CC=2)C2C=CC=CC=2)=CC=1.[I:20]I.N1C=CN=C1.O[CH2:28][CH2:29][CH2:30][CH2:31][CH2:32][CH2:33][C:34]1[CH:35]=[C:36]([O:40][CH2:41][C@@H:42]2[CH2:46][CH2:45][CH2:44][N:43]2[CH3:47])[CH:37]=[N:38][CH:39]=1>C(Cl)Cl>[I:20][CH2:28][CH2:29][CH2:30][CH2:31][CH2:32][CH2:33][C:34]1[CH:35]=[C:36]([O:40][CH2:41][C@@H:42]2[CH2:46][CH2:45][CH2:44][N:43]2[CH3:47])[CH:37]=[N:38][CH:39]=1. Procedure details: To a stirred solution of PPh3 (300 mg, 1.14 mmol) in dry CH2Cl2 (7 mL) was added I2 (295 mg, 1.16 mmol) in one time. After 15 min, imidazole (90 mg, 1.32 mmol) was added. The mixture was stirred at room temperature for 20 min, and then 5-(6-hydroxy-1-hexanyl)-3-(1-methyl-2(S)-pyrrolidinylmethoxy)pyridine (150 mg, 0.52 mmol) in CH2Cl2 (1 mL) was added in dropwise. After stirred at room temperature for additional 3 h, the reaction mixture was quenched by addition of brine and diluted with CH2Cl2 (... Starting materials: ClC=1C=C2C(=C(NC2=CC1)C(=O)N)S(=O)(=O)C1=CC=CC=C1 (5-chloro-3-phenylsulfonylindole-2-carboxamide), COC1=CC=C(C=C1)P1SP(S1)C1=CC=C(C=C1)OC (2,4-bis(4-methoxyphenyl)-1,3-dithia-2,4-diphosphetane). The product is ClC=1C=C2C(=C(NC2=CC1)C(N)=S)S(=O)(=O)C1=CC=CC=C1 (5-Chloro-3-phenylsulfonylindole-2-thiocarboxamide). As a reaction SMILES: [Cl:1][C:2]1[CH:3]=[C:4]2[C:8](=[CH:9][CH:10]=1)[NH:7][C:6]([C:11]([NH2:13])=O)=[C:5]2[S:14]([C:17]1[CH:22]=[CH:21][CH:20]=[CH:19][CH:18]=1)(=[O:16])=[O:15].COC1C=CC(P2SP(C3C=CC(OC)=CC=3)[S:32]2)=CC=1>>[Cl:1][C:2]1[CH:3]=[C:4]2[C:8](=[CH:9][CH:10]=1)[NH:7][C:6]([C:11](=[S:32])[NH2:13])=[C:5]2[S:14]([C:17]1[CH:22]=[CH:21][CH:20]=[CH:19][CH:18]=1)(=[O:16])=[O:15]. Reported procedure: Reaction of 5-chloro-3-phenylsulfonylindole-2-carboxamide with 2,4-bis(4-methoxyphenyl)-1,3-dithia-2,4-diphosphetane (Lawesson's reagent) according to the procedure of Example 18 gave the title compound. Chromatographic purification on silica gel was carried out using 30% ethyl acetate-methylene chloride, followed by 50% ethyl acetate-methylene chloride. The pure product had mp 207°-210° C. Anal. calcd for C15H11ClN2O2S2 : C, 51.35; H, 3.16; N, 7.98. Found: C, 50.84; H, 3.08; N, 8.04. NMR (DMSO-... The yield is 99.7%. As a reaction SMILES: [NH2:1][C:2]1[S:3][C:4]2[CH:10]=[C:9]([S:11][C:12]#[N:13])[CH:8]=[CH:7][C:5]=2[N:6]=1.[CH:14]1([C:17](Cl)=[O:18])[CH2:16][CH2:15]1>N1C=CC=CC=1>[CH:14]1([C:17]([NH:1][C:2]2[S:3][C:4]3[CH:10]=[C:9]([S:11][C:12]#[N:13])[CH:8]=[CH:7][C:5]=3[N:6]=2)=[O:18])[CH2:16][CH2:15]1. Product: C1(CC1)C(=O)NC=1SC2=C(N1)C=CC(=C2)SC#N (2-[(cyclopropylcarbonyl)amino]-1,3-benzothiazol-6-yl thiocyanate). The reactants are NC=1SC2=C(N1)C=CC(=C2)SC#N (2-amino-6-thiocyanatobenzothiazole), C1(CC1)C(=O)Cl (cyclopropanecarboxylic acid chloride). Solvent: N1=CC=CC=C1 (pyridine). Procedure details: The 2-[(cyclopropylcarbonyl)amino]-1,3-benzothiazol-6-yl thiocyanate was prepared in a manner similar to the method described in Example 18b, but using 2 g of commercial 2-amino-6-thiocyanatobenzothiazole and 1.21 g of cyclopropanecarboxylic acid chloride in 20 cm3 of pyridine after reaction for 5 h at 20° C. 2.65 g of 2-[(cyclopropylcarbonyl)amino]-1,3-benzothiazol-6-yl thiocyanate are thus obtained in the form of a yellow powder, the characteristics of which are as follows: